This data is from the Open Reaction Database (ORD), a public repository of structured organic reaction records. The task is: describe an organic reaction: reactants, conditions, products, and yield Isolated yield 89.2%. Conditions: temperature 95 celsius. The solvent is O (H2O). Yields the product BrCCCCCC(CCC)CCC (1-bromo-6-propylnonane). Procedure details: To a 50 mL flask containing 6-propylnonan-1-ol (4,92 g, 26,4 mmol) was added hydrobromic acid 48% (12 mL, 105,6 mmol, 4 eq.) and conc. sulfuric acid (1,4 mL, 26,4 mmol, 1 eq.) and the mixture was heated to reflux (95 ° C.) for 14 h. The reaction was cooled to room temperature before adding H2O (40 mL). The mixture was extracted with dichloromethane (3×120 mL) and the combined organic phases were washed with aqueous sodium bicarbonate (40 mL, 1 M). Drying over magnesium sulfate and evaporation ga... Starting materials: C(CC)C(CCCCCO)CCC (6-propylnonan-1-ol), Br (hydrobromic acid), S(O)(O)(=O)=O (sulfuric acid). As a reaction SMILES: [CH2:1]([CH:4]([CH2:11][CH2:12][CH3:13])[CH2:5][CH2:6][CH2:7][CH2:8][CH2:9]O)[CH2:2][CH3:3].[BrH:14].S(=O)(=O)(O)O>O>[Br:14][CH2:9][CH2:8][CH2:7][CH2:6][CH2:5][CH:4]([CH2:11][CH2:12][CH3:13])[CH2:1][CH2:2][CH3:3]. The reactants are ClC=1C=C(C(N(N1)C)=O)NC1=NN(C(=C1)C)C (6-chloro-4-(1,5-dimethyl-1H-pyrazol-3-ylamino)-2-methylpyridazin-3(2H)-one), C(C)(=O)OCC1=C(C=CC=C1N1C(C2=C(C=C(C=C2C=N1)C(C)(C)C)F)=O)[B-](F)(F)F.[K+] (potassium (2-(acetoxymethyl)-3-(6-tert-butyl-8-fluoro-1-oxophthalazin-2(1H)-yl)phenyl)trifluoroborate), CC(C)C1=CC(=C(C(=C1)C(C)C)C2=C(C=CC=C2)P(C3CCCCC3)C4CCCCC4)C(C)C (X-PHOS), [O-]P(=O)([O-])[O-].[K+].[K+].[K+] (potassium phosphate tribasic). Reagents/catalysts: C=1C=CC(=CC1)/C=C/C(=O)/C=C/C2=CC=CC=C2.C=1C=CC(=CC1)/C=C/C(=O)/C=C/C2=CC=CC=C2.[Pd] (Bis(dibenzylideneacetone)palladium). Run in C(CCC)O (BuOH), O (Water). Reaction conditions: temperature 100 celsius. Product: C(C)(=O)OCC1=C(C=CC=C1C1=NN(C(C(=C1)NC1=NN(C(=C1)C)C)=O)C)N1C(C2=C(C=C(C=C2C=N1)C(C)(C)C)F)=O (2-(6-tert-butyl-8-fluoro-1-oxophthalazin-2(1H)-yl)-6-(5-(1,5-dimethyl-1H-pyrazol-3-ylamino)-1-methyl-6-oxo-1,6-dihydropyridazin-3-yl)benzyl acetate). The yield is 80.6%. As a reaction SMILES: Cl[C:2]1[CH:3]=[C:4]([NH:10][C:11]2[CH:15]=[C:14]([CH3:16])[N:13]([CH3:17])[N:12]=2)[C:5](=[O:9])[N:6]([CH3:8])[N:7]=1.[C:18]([O:21][CH2:22][C:23]1[C:28]([N:29]2[N:38]=[CH:37][C:36]3[C:31](=[C:32]([F:43])[CH:33]=[C:34]([C:39]([CH3:42])([CH3:41])[CH3:40])[CH:35]=3)[C:30]2=[O:44])=[CH:27][CH:26]=[CH:25][C:24]=1[B-](F)(F)F)(=[O:20])[CH3:19].[K+].CC(C1C=C(C(C)C)C(C2C=CC=CC=2P(C2CCCCC2)C2CCCCC2)=C(C(C)C)C=1)C.[O-]P([O-])([O-])=O.[K+].[K+].[K+]>C1C=CC(/C=C/C(/C=C/C2C=CC=CC=2)=O)=CC=1.C1C=CC(/C=C/C(/C=C/C2C=CC=CC=2)=O)=CC=1.[Pd].O.C(O)CCC>[C:18]([O:21][CH2:22][C:23]1[C:24]([C:2]2[CH:3]=[C:4]([NH:10][C:11]3[CH:15]=[C:14]([CH3:16])[N:13]([CH3:17])[N:12]=3)[C:5](=[O:9])[N:6]([CH3:8])[N:7]=2)=[CH:25][CH:26]=[CH:27][C:28]=1[N:29]1[N:38]=[CH:37][C:36]2[C:31](=[C:32]([F:43])[CH:33]=[C:34]([C:39]([CH3:41])([CH3:40])[CH3:42])[CH:35]=2)[C:30]1=[O:44])(=[O:20])[CH3:19] |f:1.2,4.5.6.7,8.9.10|. Procedure: In a 50 mL test tube, 6-chloro-4-(1,5-dimethyl-1H-pyrazol-3-ylamino)-2-methylpyridazin-3(2H)-one (100 mg, 394 μmol, Eq: 1.00) and potassium (2-(acetoxymethyl)-3-(6-tert-butyl-8-fluoro-1-oxophthalazin-2(1H)-yl)phenyl)trifluoroborate (224 mg, 473 μmol, Eq: 1.2) were combined with BuOH (4.00 ml) to give a orange solution. Water (1.00 ml) was added. X-PHOS (18.8 mg, 39.4 μmol, Eq: 0.1) and potassium phosphate tribasic (167 mg, 788 μmol, Eq: 2) were added. Bis(dibenzylideneacetone)palladium (11.3 mg,... Reactants: OC1[C@H](N)[C@@H](O)[C@@H](O)[C@H](O1)CO (D-galactosamine), CN1C=2C(NC(=NC2NC[C@H]1CNC1=CC=C(C(N[C@@H](CCC(=O)O)C(=O)O)=O)C=C1)N)=O (5-methyl-(6R,S)-tetrahydrofolic acid). Solvent: aqueous solution. Yields the product OC1[C@H](N)[C@@H](O)[C@@H](O)[C@H](O1)CO.CN1C=2C(NC(=NC2NC[C@H]1CNC1=CC=C(C(N[C@@H](CCC(=O)[O-])C(=O)O)=O)C=C1)N)=O (D-galactosamine 5-methyl-(6R,S)-tetrahydrofolate). Isolated yield 136.8%. RXN SMILES: [CH3:1][N:2]1[C@H:11]([CH2:12][NH:13][C:14]2[CH:31]=[CH:30][C:17]([C:18](=[O:29])[NH:19][C@H:20]([C:26]([OH:28])=[O:27])[CH2:21][CH2:22][C:23]([OH:25])=[O:24])=[CH:16][CH:15]=2)[CH2:10][NH:9][C:8]2[N:7]=[C:6]([NH2:32])[NH:5][C:4](=[O:33])[C:3]1=2.[OH:34][CH:35]1[O:43][C@H:42]([CH2:44][OH:45])[C@H:40]([OH:41])[C@H:38]([OH:39])[C@H:36]1[NH2:37]>>[OH:34][CH:35]1[O:43][C@H:42]([CH2:44][OH:45])[C@H:40]([OH:41])[C@H:38]([OH:39])[C@H:36]1[NH2:37].[CH3:1][N:2]1[C@H:11]([CH2:12][NH:13][C:14]2[CH:15]=[CH:16][C:17]([C:18](=[O:29])[NH:19][C@H:20]([C:26]([OH:28])=[O:27])[CH2:21][CH2:22][C:23]([O-:25])=[O:24])=[CH:30][CH:31]=2)[CH2:10][NH:9][C:8]2[N:7]=[C:6]([NH2:32])[NH:5][C:4](=[O:33])[C:3]1=2 |f:2.3|. Procedure: 4.60 g (10 mmol) of 5-methyl-(6R,S)-tetrahydrofolic acid were added portion-wise and completely dissolved in 30 ml of an aqueous solution of D-galactosamine (3.58 g, 20 mmol) stirred under nitrogen. The resulting solution (pH 6.53) was freeze-dried, obtaining 8.72 g of the title product. Starting materials: C=C(C)c1cccc(Br)n1, C[N+]1([O-])CCOCC1, CC(C)=O, O=S([O-])S(=O)[O-], O. Yields the product CC(O)(CO)c1cccc(Br)n1. Reaction SMILES: [Br:1][c:2]1[n:3][c:4]([C:8](=[CH2:9])[CH3:10])[cH:5][cH:6][cH:7]1.[CH3:11][N+:12]1([O-:13])[CH2:14][CH2:15][O:16][CH2:17][CH2:18]1.[CH3:26][C:27](=[O:28])[CH3:29].[O-:19][S:20]([S:21](=[O:22])[O-:23])=[O:24].[OH2:25]>>[Br:1][c:2]1[n:3][c:4]([C:8]([CH2:9][OH:25])([CH3:10])[OH:13])[cH:5][cH:6][cH:7]1. The reactants are CCOC(C)=O, S=C=NC1CCCC1, Nc1cc(F)ccc1S(N)(=O)=O. Yields the product O=S1(=O)N=C(NC2CCCC2)Nc2cc(F)ccc21. Reaction SMILES: [CH3:21][CH2:22][O:23][C:24](=[O:25])[CH3:26].[CH:13]1([N:18]=[C:19]=[S:20])[CH2:14][CH2:15][CH2:16][CH2:17]1.[NH2:1][c:2]1[c:3]([S:9](=[O:10])(=[O:11])[NH2:12])[cH:4][cH:5][c:6]([F:8])[cH:7]1>>[NH:1]1[c:2]2[c:3]([cH:4][cH:5][c:6]([F:8])[cH:7]2)[S:9](=[O:10])(=[O:11])[N:12]=[C:19]1[NH:18][CH:13]1[CH2:14][CH2:15][CH2:16][CH2:17]1. Starting materials: CCOC(=O)CN(CCCN1CCN(C)CC1)Cc1cc(Br)cnc1N, CS(C)=O, [H-], [Na+], O. The product is CN1CCN(CCCN2CC(=O)Nc3ncc(Br)cc3C2)CC1. As a reaction SMILES: [CH2:1]([O:3][C:4](=[O:2])[CH2:5][N:6]([CH2:7][CH2:8][CH2:9][N:10]1[CH2:11][CH2:12][N:13]([CH3:16])[CH2:14][CH2:15]1)[CH2:17][c:18]1[c:19]([NH2:25])[n:20][cH:21][c:22]([Br:24])[cH:23]1)[CH3:26].[CH3:29][S:30]([CH3:31])=[O:32].[H-:28].[Na+:27].[OH2:33]>>[O:3]=[C:4]1[CH2:5][N:6]([CH2:7][CH2:8][CH2:9][N:10]2[CH2:11][CH2:12][N:13]([CH3:16])[CH2:14][CH2:15]2)[CH2:17][c:18]2[c:19]([n:20][cH:21][c:22]([Br:24])[cH:23]2)[NH:25]1. Starting materials: CO, Cn1cncc1C(N)(c1ccc(C#N)cc1)c1ccc2c(c1)c(-c1cccc(Cl)c1)cc(=O)n2C, N. Yields the product Cn1cncc1C(N)(c1ccc(CN)cc1)c1ccc2c(c1)c(-c1cccc(Cl)c1)cc(=O)n2C. Reaction SMILES: [CH3:36][OH:37].[NH2:1][C:2]([c:3]1[cH:4][cH:5][c:6]([C:7]#[N:8])[cH:9][cH:10]1)([c:11]1[cH:12][n:13][cH:14][n:15]1[CH3:16])[c:17]1[cH:18][c:19]2[c:20](-[c:29]3[cH:30][c:31]([Cl:35])[cH:32][cH:33][cH:34]3)[cH:21][c:22](=[O:28])[n:23]([CH3:27])[c:24]2[cH:25][cH:26]1.[NH3:38]>>[NH2:1][C:2]([c:3]1[cH:4][cH:5][c:6]([CH2:7][NH2:8])[cH:9][cH:10]1)([c:11]1[cH:12][n:13][cH:14][n:15]1[CH3:16])[c:17]1[cH:18][c:19]2[c:20](-[c:29]3[cH:30][c:31]([Cl:35])[cH:32][cH:33][cH:34]3)[cH:21][c:22](=[O:28])[n:23]([CH3:27])[c:24]2[cH:25][cH:26]1.